This data is from the Open Reaction Database (ORD), a public repository of structured organic reaction records. The task is: describe an organic reaction: reactants, conditions, products, and yield The reactants are [Cl-].ClC1=CC=C(C[N+]2=CC=3N(C=C2)C=CC3)C=C1 (2-(4-chlorobenzyl)pyrrolo[1,2-a]pyrazinium chloride), 1-(4-chlorobenzyl)-1H-imidazo[2,1-a]isoquinolinium bromide, [Br-].ClC1=CC=C(C[N+]2=CN3C(C4=CC=CC=C4C=C3)=C2)C=C1 (2-(4-chlorobenzyl)imidazo[5,1-a]isoquinolinium bromide), [Br-].ClC1=CC=C(C[N+]2=CC=C3N2C=CC=C3)C=C1 (1-(4-chlorobenzyl)pyrazolo[1,5-a]pyridinium bromide), 1-(2,4-dichlorobenzyl)-1H-imidazo[2,1-a]isoquinolinium chloride. Yields the product [Cl-].ClC1=C(C[N+]2=CC=3N(C4=CC=CC=C24)C=CC3)C=CC(=C1)Cl (5-(2,4-dichlorobenzyl)pyrrolo[1,2-a]quinoxalinium chloride). Reaction SMILES: [Cl-].[Cl:2]C1C=CC(C[N+]2C=CN3C=CC=C3C=2)=CC=1.[Br-].[Cl:20]C1C=CC(C[N+]2N3C=CC=CC3=CC=2)=CC=1.[Br-].[Cl:38][C:39]1[CH:58]=[CH:57][C:42]([CH2:43][N+:44]2[CH:56]=[C:47]3[C:48]4[C:53]([CH:54]=[CH:55][N:46]3[CH:45]=2)=[CH:52][CH:51]=[CH:50][CH:49]=4)=[CH:41][CH:40]=1>>[Cl-:2].[Cl:20][C:41]1[CH:40]=[C:39]([Cl:38])[CH:58]=[CH:57][C:42]=1[CH2:43][N+:44]1[C:54]2[C:55](=[CH:50][CH:51]=[CH:52][CH:53]=2)[N:46]2[CH:45]=[CH:49][CH:48]=[C:47]2[CH:56]=1 |f:0.1,2.3,4.5,6.7|. Procedure: 2-(4-chlorobenzyl)pyrrolo[1,2-a]pyrazinium chloride; 1-(4-chlorobenzyl)pyrazolo[1,5-a]pyridinium bromide; 1-(2,4-dichlorobenzyl)-1H-imidazo[2,1-a]isoquinolinium chloride; 1-(4-chlorobenzyl)-1H-imidazo[2,1-a]isoquinolinium bromide; and 2-(4-chlorobenzyl)imidazo[5,1-a]isoquinolinium bromide. Reactants: C(C1=CC=CC=C1)N1C(=NC=C1)C=O (1-benzyl-2-formylimidazole), C(C1=CC=CC=C1)N1C(=NC=C1)C#N (1-benzyl-2-cyanoimidazole), [Cl-].[NH4+] (ammonium chloride), [N-]=[N+]=[N-].[Na+] (sodium azide), N=[N+]=[N-] (hydrazoic acid), N1N=NN=C1 (tetrazole). The solvent is O (water), CN(C=O)C (dimethylformamide). Reaction conditions: time 20 hour. The product is C(C1=CC=CC=C1)N1C(=NC=C1)C1=NN=NN1 (1-Benzyl-2-(5-tetrazolyl)-imidazole). Reaction SMILES: [CH2:1]([N:8]1[CH:12]=[CH:11][N:10]=[C:9]1[CH:13]=O)[C:2]1[CH:7]=[CH:6][CH:5]=[CH:4][CH:3]=1.[Cl-].[NH4+].[N-]=[N+]=[N-].[Na+].C(N1C=CN=C1C#N)C1C=CC=CC=1.N=[N+]=[N-].[NH:38]1C=[N:41][N:40]=[N:39]1>CN(C)C=O.O>[CH2:1]([N:8]1[CH:12]=[CH:11][N:10]=[C:9]1[C:13]1[NH:41][N:40]=[N:39][N:38]=1)[C:2]1[CH:7]=[CH:6][CH:5]=[CH:4][CH:3]=1 |f:1.2,3.4|. Procedure details: Obtained by reacting 9.3 g (0.05 mol) of 1-benzyl-2-formylimidazole (see Liebigs Ann. Chem. 718 (1968) pp. 249-259) with 8.0 g (0.15 mol) of ammonium chloride and 9.8 g (0.15 mol) of sodium azide in 50 ml of dimethylformamide at 120°-130° C. The isolation of the 1-benzyl-2-cyanoimidazole intermediate (obtained by Schmidt-rearrangement) may be omitted, since this compound adds excess hydrazoic acid to the tetrazole in situ. After 20 hours, it is cooled, and 500 ml of water are added, the precipit...